Dataset: the Open Reaction Database (ORD), a public repository of structured organic reaction records. Task: describe an organic reaction: reactants, conditions, products, and yield The reactants are ClCCCCBr, [Li]CCCC, C1CCCCC1, COc1cccc2ccccc12, [Cl-], [NH4+]. Product: COc1c(CCCCCl)ccc2ccccc12. RXN SMILES: [Br:18][CH2:19][CH2:20][CH2:21][CH2:22][Cl:23].[CH2:1]([Li:2])[CH2:3][CH2:4][CH3:5].[CH2:26]1[CH2:27][CH2:28][CH2:29][CH2:30][CH2:31]1.[CH3:6][O:7][c:8]1[cH:9][cH:10][cH:11][c:12]2[cH:13][cH:14][cH:15][cH:16][c:17]12.[Cl-:24].[NH4+:25]>>[CH3:6][O:7][c:8]1[c:9]([CH2:19][CH2:20][CH2:21][CH2:22][Cl:23])[cH:10][cH:11][c:12]2[cH:13][cH:14][cH:15][cH:16][c:17]12. Reactants: CC1(CCC(CC1)OC=O)C(=O)C1=CNC2=NC=C(N=C21)C2=CC(=C(C(=C2)OC)OC)OC (formic acid 4-methyl-4-[2-(3,4,5-trimethoxy-phenyl)-5H-pyrrolo[2,3-b]pyrazine-7-carbonyl]-cyclohexyl ester), [OH-].[Na+] (NaOH). The solvent is CO (MeOH). Conditions: temperature 50 celsius, time 8 hour. Product: OC1CCC(CC1)(C)C(=O)C1=CNC2=NC=C(N=C21)C2=CC(=C(C(=C2)OC)OC)OC ((4-hydroxy-1-methyl-cyclohexyl)-[2-(3,4,5-trimethoxy-phenyl)-5H-pyrrolo[2,3-b]pyrazin-7-yl]-methanone). Yield: 90.4%. RXN SMILES: [CH3:1][C:2]1([C:11]([C:13]2[C:21]3[C:16](=[N:17][CH:18]=[C:19]([C:22]4[CH:27]=[C:26]([O:28][CH3:29])[C:25]([O:30][CH3:31])=[C:24]([O:32][CH3:33])[CH:23]=4)[N:20]=3)[NH:15][CH:14]=2)=[O:12])[CH2:7][CH2:6][CH:5]([O:8]C=O)[CH2:4][CH2:3]1.[OH-].[Na+]>CO>[OH:8][CH:5]1[CH2:4][CH2:3][C:2]([C:11]([C:13]2[C:21]3[C:16](=[N:17][CH:18]=[C:19]([C:22]4[CH:23]=[C:24]([O:32][CH3:33])[C:25]([O:30][CH3:31])=[C:26]([O:28][CH3:29])[CH:27]=4)[N:20]=3)[NH:15][CH:14]=2)=[O:12])([CH3:1])[CH2:7][CH2:6]1 |f:1.2|. Procedure details: A solution of formic acid 4-methyl-4-[2-(3,4,5-trimethoxy-phenyl)-5H-pyrrolo[2,3-b]pyrazine-7-carbonyl]-cyclohexyl ester (12 mg, 0.026 mmol) in MeOH (1 ml) was treated with 2N NaOH aq. (0.2 ml, 0.4 mmol) and allowed to stir at 50° C. for overnight. The reaction mixture was partitioned between EtOAc/sat. NH4Cl aq., and the organic layers were collected and concentrated. Silica gel chromatography using 0-10% {5% NH4OH:MeOH} in DCM as eluant gave 10 mg (89%) of (4-hydroxy-1-methyl-cyclohexyl)-[2-(3... The reactants are C(CC(C)C)[Mg]Br (isopentyl magnesium bromide), solution, N([C@@H](CC(C)C)C(=O)O)S(=O)(=O)C1=CC=C(C)C=C1 (Ts-Leu), C(CCC)[Li] (n-butyl lithium), solution, Cl (HCl). Solvent: C1CCOC1 (THF), C1CCOC1 (THF), CCCCCC (hexane). Product: CC(C)C[C@@H](C(CCC(C)C)=O)NS(=O)(=O)C=1C(=CC=CC1)C ((4S)-2,8-Dimethyl-4-[(toluenesulfonyl)amino]-5-nonanone). The yield is 41.0%. RXN SMILES: [NH:1]([S:10]([C:13]1[CH:19]=[CH:18][C:16](C)=[CH:15][CH:14]=1)(=[O:12])=[O:11])[C@H:2]([C:7]([OH:9])=O)[CH2:3][CH:4]([CH3:6])[CH3:5].[CH2:20]([Li])CCC.[CH2:25]([Mg]Br)[CH2:26][CH:27]([CH3:29])[CH3:28].Cl>C1COCC1.CCCCCC>[CH3:6][CH:4]([CH2:3][C@H:2]([NH:1][S:10]([C:13]1[C:14]([CH3:20])=[CH:15][CH:16]=[CH:18][CH:19]=1)(=[O:11])=[O:12])[C:7](=[O:9])[CH2:25][CH2:26][CH:27]([CH3:29])[CH3:28])[CH3:5]. Reported procedure: To a stirred -78° C. solution of Ts-Leu (15 g, 53 mmol) in dry THF (240 ml) was added n-butyl lithium (57.8 ml of a 0.91M solution in hexane) followed 15 minutes later by isopentyl magnesium bromide (185 ml of a 0.8M solution in THF). The mixture was heated at reflux for 3 days, then cooled and poured into 0° C. 1M HCl (500 ml). The layers were separated and the aqueous phase was extracted with ether (3×150 ml). The combined organic layers were washed with saturated NaHCO3 (2×150 ml) and brine (... Reactants: CN(C(=O)OCc1ccccc1)C1CCCN(P(N)(N)=O)C1=O, CCO, [Pd]. The product is CNC1CCCN(P(N)(N)=O)C1=O. Reaction SMILES: [CH3:1][N:2]([CH:3]1[C:4](=[O:13])[N:5]([P:9](=[O:10])([NH2:11])[NH2:12])[CH2:6][CH2:7][CH2:8]1)[C:14]([O:15][CH2:16][c:17]1[cH:18][cH:19][cH:20][cH:21][cH:22]1)=[O:23].[CH3:24][CH2:25][OH:26].[Pd:27]>>[CH3:1][NH:2][CH:3]1[C:4](=[O:13])[N:5]([P:9](=[O:10])([NH2:11])[NH2:12])[CH2:6][CH2:7][CH2:8]1.